This data is from the Open Reaction Database (ORD), a public repository of structured organic reaction records. The task is: describe an organic reaction: reactants, conditions, products, and yield Starting materials: COc1cc2c(-c3cc4c(C=O)ccnc4n3S(=O)(=O)c3ccc(C)cc3)cn(C)c2cc1OC, Nc1ccc(N2CCOCC2)cc1. The product is COc1cc2c(-c3cc4c(CNc5ccc(N6CCOCC6)cc5)ccnc4n3S(=O)(=O)c3ccc(C)cc3)cn(C)c2cc1OC. Reaction SMILES: [CH3:1][O:2][c:3]1[cH:4][c:5]2[c:6](-[c:15]3[cH:16][c:17]4[c:18]([n:19][cH:20][cH:21][c:22]4[CH:23]=[O:24])[n:25]3[S:26](=[O:27])(=[O:28])[c:29]3[cH:30][cH:31][c:32]([CH3:35])[cH:33][cH:34]3)[cH:7][n:8]([CH3:14])[c:9]2[cH:10][c:11]1[O:12][CH3:13].[O:36]1[CH2:37][CH2:38][N:39]([c:42]2[cH:43][cH:44][c:45]([NH2:48])[cH:46][cH:47]2)[CH2:40][CH2:41]1>>[CH3:1][O:2][c:3]1[cH:4][c:5]2[c:6](-[c:15]3[cH:16][c:17]4[c:18]([n:19][cH:20][cH:21][c:22]4[CH2:23][NH:48][c:45]4[cH:44][cH:43][c:42]([N:39]5[CH2:38][CH2:37][O:36][CH2:41][CH2:40]5)[cH:47][cH:46]4)[n:25]3[S:26](=[O:27])(=[O:28])[c:29]3[cH:30][cH:31][c:32]([CH3:35])[cH:33][cH:34]3)[cH:7][n:8]([CH3:14])[c:9]2[cH:10][c:11]1[O:12][CH3:13]. The reactants are C(C)(C)(C)C1=NN(C(=C1)N)C1=CC=C(C=C1)C(F)(F)F (3-tert-butyl-1-(4-(trifluoromethyl)phenyl)-1H-pyrazol-5-amine), ClC(=O)OC1=CC=CC=C1 (phenyl chloroformate). Yields the product title compound, C(C)(C)(C)C1=NN(C(=C1)NC(OC1=CC=CC=C1)=O)C1=CC=C(C=C1)C(F)(F)F (phenyl 3-tert-butyl-1-(4-(trifluoromethyl)phenyl)-1H-pyrazol-5-ylcarbamate). The yield is 58.3%. RXN SMILES: [C:1]([C:5]1[CH:9]=[C:8]([NH2:10])[N:7]([C:11]2[CH:16]=[CH:15][C:14]([C:17]([F:20])([F:19])[F:18])=[CH:13][CH:12]=2)[N:6]=1)([CH3:4])([CH3:3])[CH3:2].Cl[C:22]([O:24][C:25]1[CH:30]=[CH:29][CH:28]=[CH:27][CH:26]=1)=[O:23]>>[C:1]([C:5]1[CH:9]=[C:8]([NH:10][C:22](=[O:23])[O:24][C:25]2[CH:30]=[CH:29][CH:28]=[CH:27][CH:26]=2)[N:7]([C:11]2[CH:16]=[CH:15][C:14]([C:17]([F:19])([F:20])[F:18])=[CH:13][CH:12]=2)[N:6]=1)([CH3:4])([CH3:2])[CH3:3]. Procedure details: The title compound was prepared from 3-tert-butyl-1-(4-(trifluoromethyl)phenyl)-1H-pyrazol-5-amine (1.36 g, 4.80 mmol) and phenyl chloroformate (1.82 mL, 14.4 mmol) using the procedure in Example 118A to give phenyl 3-tert-butyl-1-(4-(trifluoromethyl)phenyl)-1H-pyrazol-5-ylcarbamate (113 mg, 2.80 mmol, 58%). 1H NMR (300 MHz, DMSO-d6) δ 10.20 (br s, 1H), 7.93 (d, 2H), 7.81 (d, 2H), 7.40-7.10 (m, 5H), 6.44 (s, 1H), 1.29 (s, 9H); LC-MS (ESI) m/z 404 (M+H)+. The reactants are C(C)(C)OC(C)C.CCCCCC (diisopropyl ether hexane), OCC=1NC(=C(C(C1C(=O)OCC)C1=CC(=CC=C1)[N+](=O)[O-])C(=O)OCCOCC)C (2-Hydroxymethyl-6-methyl-4-(3-nitrophenyl)-3-ethoxycarbonyl-5-(β-ethoxyethoxy)carbonyl-1,4-dihydropyridine), O (Water), ClS(=O)(=O)N=C=O (chlorosulfonyl isocyanate). The solvent is C1=CC=CC=C1 (benzene). Reaction conditions: time 30 minute. Product: NC(=O)OCC=1NC(=C(C(C1C(=O)OCC)C1=CC(=CC=C1)[N+](=O)[O-])C(=O)OCCOCC)C (2-Aminocarbonyloxymethyl-6-methyl-4-(3-nitrophenyl)-3-ethoxycarbonyl-5-(β-ethoxyethoxy)carbonyl-1,4-dihydropyridine). The yield is 62.6%. RXN SMILES: [OH:1][CH2:2][C:3]1[NH:4][C:5]([CH3:31])=[C:6]([C:23]([O:25][CH2:26][CH2:27][O:28][CH2:29][CH3:30])=[O:24])[CH:7]([C:14]2[CH:19]=[CH:18][CH:17]=[C:16]([N+:20]([O-:22])=[O:21])[CH:15]=2)[C:8]=1[C:9]([O:11][CH2:12][CH3:13])=[O:10].ClS([N:36]=[C:37]=[O:38])(=O)=O.O.C(OC(C)C)(C)C.CCCCCC>C1C=CC=CC=1>[NH2:36][C:37]([O:1][CH2:2][C:3]1[NH:4][C:5]([CH3:31])=[C:6]([C:23]([O:25][CH2:26][CH2:27][O:28][CH2:29][CH3:30])=[O:24])[CH:7]([C:14]2[CH:19]=[CH:18][CH:17]=[C:16]([N+:20]([O-:22])=[O:21])[CH:15]=2)[C:8]=1[C:9]([O:11][CH2:12][CH3:13])=[O:10])=[O:38] |f:3.4|. Reported procedure: 2-Hydroxymethyl-6-methyl-4-(3-nitrophenyl)-3-ethoxycarbonyl-5-(β-ethoxyethoxy)carbonyl-1,4-dihydropyridine (420 mg) was dissolved in benzene (20 ml), chlorosulfonyl isocyanate (0.2 ml) was added thereto, and the mixture was reacted under stirring at room temperature for 30 minutes. Water (10 ml) was added to the reaction mixture under cooling, and the mixture was stirred at room temperature for 30 minutes for hydrolysis. The reaction mixture thus obtained was extracted with ethyl acetate, and th... The yield is 5.3%. As a reaction SMILES: [NH:1]1[C:9]2[C:4](=[CH:5][CH:6]=[CH:7][CH:8]=2)[C:3](=O)[C:2]1=[O:11].[F:12][C:13]1[CH:14]=[C:15]([C:20](=O)[CH3:21])[CH:16]=[CH:17][C:18]=1[F:19].[OH-:23].[K+]>O1CCOCC1>[F:12][C:13]1[CH:14]=[C:15]([C:20]2[CH:21]=[C:3]([C:2]([OH:11])=[O:23])[C:4]3[C:9](=[CH:8][CH:7]=[CH:6][CH:5]=3)[N:1]=2)[CH:16]=[CH:17][C:18]=1[F:19] |f:2.3|. Run in O1CCOCC1 (1,4-dioxane). Procedure: A mixture of 2,3-indolinedione (5 g, 0.03 mole), 3′,4′-difluoroacetophenone (5 g, 0.03 mole) and potassium hydroxide (3 g, 0.05 mole) in 1,4-dioxane (50 mL) is heated at 105° C. for 48 hours. The reaction solution is then cooled to room temperature and concentrated under reduced pressure. The residue is treated with EtOAc and extracted with water. The pH of the aqueous layer is adjusted to 5-6 with 1N HCl, the resulting solid is collected by vacuum filtration, washed with water, and dried to giv... Reaction conditions: temperature 105 celsius. The reactants are N1C(C(C2=CC=CC=C12)=O)=O (2,3-indolinedione), FC=1C=C(C=CC1F)C(C)=O (3′,4′-difluoroacetophenone), [OH-].[K+] (potassium hydroxide). Yields the product FC=1C=C(C=CC1F)C1=NC2=CC=CC=C2C(=C1)C(=O)O (2-(3,4-difluoroPhenyl)-4-quinoline Carboxylic Acid). Starting materials: C(C)(C)(C)OC(COCC1=C2N=C(C(=NC2=CC(=C1)[N+](=O)[O-])OC)OC)=O (2-(2,3-dimethoxy-7-nitro-quinoxalin-5-ylmethoxy)-acetic acid tert-butyl ester). Run in Br (hydrogen bromide), C(C)(=O)O (acetic acid), C(C)OCC (diethyl ether). Conditions: time 20 hour. Yields the product O=C1NC2=CC(=CC(=C2NC1=O)COCC(=O)O)[N+](=O)[O-] (2-(2,3-Dioxo-7-nitro-1,2,3,4-tetrahydroquinoxalin-5-ylmethoxy)-acetic acid), solid. RXN SMILES: C([O:5][C:6](=[O:27])[CH2:7][O:8][CH2:9][C:10]1[CH:19]=[C:18]([N+:20]([O-:22])=[O:21])[CH:17]=[C:16]2[C:11]=1[N:12]=[C:13]([O:25]C)[C:14]([O:23]C)=[N:15]2)(C)(C)C>Br.C(O)(=O)C.C(OCC)C>[O:23]=[C:14]1[C:13](=[O:25])[NH:12][C:11]2[C:16](=[CH:17][C:18]([N+:20]([O-:22])=[O:21])=[CH:19][C:10]=2[CH2:9][O:8][CH2:7][C:6]([OH:27])=[O:5])[NH:15]1. Procedure details: 270 mg (0.711 mmol) of 2-(2,3-dimethoxy-7-nitro-quinoxalin-5-ylmethoxy)-acetic acid tert-butyl ester are dissolved in 6 ml of an approximately 16% hydrogen bromide solution in acetic acid and the solution is stirred at room temperature for 20 hours. The reaction mixture is diluted with diethyl ether and the solid is filtered off, washed with diethyl ether and dried. The title compound is obtained in the form of a solid (m.p.>300° C.). Reported procedure: A mixture of ester 50 (30 mg, 0.08 mmol, obtained as described in Example 1), Pd(OAc)2 (1 mg, 0.0045 mmol), (2-biphenylyl)dicyclohexylphosphine (3 mg, 0.008 mmol), tBuONa (16 mg, 0.17 mmol), 1-methylpiperazine (60 μL, 0.54 mmol), in toluene (1 mL) and anhydrous DMF (0.2 mL) was subdued to the action of microwaves at 130° C. for 20 min. After filtration on celite and aqueous work-up (EtOAc/water) the crude 2-[4-(4-methyl-piperazin-1-yl)-phenyl]-5-pyridin-4-yl-1H-pyrrole-3-carboxylic acid ethyl es... Reagents/catalysts: CC(=O)[O-].CC(=O)[O-].[Pd+2] (Pd(OAc)2). As a reaction SMILES: [C:1]1([C:7]2[NH:8][C:9]([C:15]3[CH:20]=[CH:19][N:18]=[CH:17][CH:16]=3)=[CH:10][C:11]=2[C:12](N)=[O:13])[CH:6]=[CH:5][CH:4]=[CH:3][CH:2]=1.C1([C:40]2[CH:45]=CC=CC=2)C=CC=CC=1P(C1CCCCC1)C1CCCCC1.CC([O-:50])(C)C.[Na+].[CH3:52][N:53]1[CH2:58][CH2:57][NH:56][CH2:55][CH2:54]1>C1(C)C=CC=CC=1.CC([O-])=O.CC([O-])=O.[Pd+2].CN(C=O)C>[CH2:45]([O:13][C:12]([C:11]1[CH:10]=[C:9]([C:15]2[CH:20]=[CH:19][N:18]=[CH:17][CH:16]=2)[NH:8][C:7]=1[C:1]1[CH:6]=[CH:5][C:4]([N:56]2[CH2:57][CH2:58][N:53]([CH3:52])[CH2:54][CH2:55]2)=[CH:3][CH:2]=1)=[O:50])[CH3:40] |f:2.3,6.7.8|. Product: C(C)OC(=O)C1=C(NC(=C1)C1=CC=NC=C1)C1=CC=C(C=C1)N1CCN(CC1)C (2-[4-(4-Methyl-piperazin-1-yl)-phenyl]-5-pyridin-4-yl-1H-pyrrole-3-carboxylic acid ethyl ester). The reactants are C1(=CC=CC=C1)C=1NC(=CC1C(=O)N)C1=CC=NC=C1 (2-phenyl-5-pyridin-4-yl-1H-pyrrole-3-carboxylic acid amide), C1(=C(C=CC=C1)P(C1CCCCC1)C1CCCCC1)C1=CC=CC=C1 ((2-biphenylyl)dicyclohexylphosphine), CC(C)(C)[O-].[Na+] (tBuONa), CN1CCNCC1 (1-methylpiperazine). The solvent is C1(=CC=CC=C1)C (toluene), CN(C)C=O (DMF). As a reaction SMILES: [C:1]([C:4]1[S:5][CH:6]=[CH:7][CH:8]=1)(=O)[CH3:2].[C:9]([CH2:11][C:12]([O:14][CH3:15])=[O:13])#[N:10].C([O-])(=O)C.[NH4+].O>C(O)(=O)C.C1(C)C=CC=CC=1>[C:9](/[C:11](=[C:1](/[C:4]1[S:5][CH:6]=[CH:7][CH:8]=1)\[CH3:2])/[C:12]([O:14][CH3:15])=[O:13])#[N:10] |f:2.3|. Reported procedure: 400 g of 2-acetylthiophene, 314 g of methyl cyanoacetate and 48.8 g of ammonium acetate were dissolved in a mixture of 153 ml of acetic acid and 1.5 l of toluene, and the resulting reaction solution was refluxed under heating for 8 hours while water was removed. The reaction solution was washed sufficiently with water and then dried over anhydrous magnesium sulfate. Removal of the solvent by distillation was followed by vacuum distillation (b.p. 110°-140° C./0.05 mmHg) to give 263.4 g of methyl ... Run in C(C)(=O)O (acetic acid), C1(=CC=CC=C1)C (toluene). Yields the product C(#N)/C(/C(=O)OC)=C(\C)/C=1SC=CC1 (methyl 2-cyano-3-(2-thienyl)crotonate). The yield is 40.1%. Starting materials: C(C)(=O)C=1SC=CC1 (2-acetylthiophene), C(#N)CC(=O)OC (methyl cyanoacetate), C(C)(=O)[O-].[NH4+] (ammonium acetate), O (water). The reactants are ClC1=C(C=CC(=C1)O)NC(OC1=CC=CC=C1)=O (phenyl N-(2-chloro-4-hydroxyphenyl)carbamate), C1(CC1)N (cyclopropylamine), O (Water), Cl (HCl). The solvent is CN(C=O)C (N,N-dimethylformamide), C(C)(=O)OCC (ethyl acetate). Run at time 8 hour. Product: ClC1=C(C=CC(=C1)O)NC(=O)NC1CC1 (1-(2-chloro-4-hydroxyphenyl)-3-cyclopropylurea). Yield: 77.0%. Reaction SMILES: [Cl:1][C:2]1[CH:7]=[C:6]([OH:8])[CH:5]=[CH:4][C:3]=1[NH:9][C:10](=[O:18])OC1C=CC=CC=1.[CH:19]1([NH2:22])[CH2:21][CH2:20]1.O.Cl>CN(C)C=O.C(OCC)(=O)C>[Cl:1][C:2]1[CH:7]=[C:6]([OH:8])[CH:5]=[CH:4][C:3]=1[NH:9][C:10]([NH:22][CH:19]1[CH2:21][CH2:20]1)=[O:18]. Procedure: To a solution of phenyl N-(2-chloro-4-hydroxyphenyl)carbamate in N,N-dimethylformamide (100 mL) was added cyclopropylamine (22.7 mL) while cooling in an ice bath, and the stirring was continued at room temperature overnight. Water (400 mL), ethyl acetate (300 mL), and 6N—HCl (55 mL) were added thereto, and the mixture was stirred. The organic layer was then separated, washed twice with a 10% aqueous sodium chloride solution (200 mL), and dried over magnesium sulfate. The solvent was evaporated t... Solvent: CO (methanol). The yield is 133.1%. Reactants: N1CCC(CC1)N1C(NC2=C1C=CC=C2)=O (1-(piperidin-4-yl)-1,3-dihydro-2H-benzimidazol-2-one), C1(=CC=CC=C1)C(N1C(CC1)=O)C1=CC=CC=C1 (1-(diphenylmethyl)azetidin-2-one), C(#N)[BH3-].[Na+] (sodium cyanoborohydride), C(O)([O-])=O.[Na+] (sodium hydrogencarbonate), [Cl-].[Na+] (sodium chloride). Reaction conditions: time 8 hour. The reagents and catalysts are [Cl-].[Zn+2].[Cl-] (zinc chloride). Procedure details: In 7 ml of methanol, 217 mg of 1-(piperidin-4-yl)-1,3-dihydro-2H-benzimidazol-2-one, 300 mg of 1-(diphenylmethyl)azetidin-2-one, 94 mg of sodium cyanoborohydride and 102 mg of zinc chloride were dissolved and stirred overnight. The reaction liquid was added to a saturated aqueous solution of sodium hydrogencarbonate to which sodium chloride had been added, and extracted with ethyl acetate. The extract was washed with saturated brine, dried over sodium sulfate and concentrated. Thus obtained resi... Product: C1(=CC=CC=C1)C(N1CC(C1)N1CCC(CC1)N1C(NC2=C1C=CC=C2)=O)C2=CC=CC=C2 (1-[1-[1-(diphenylmethyl)azetidin-3-yl]piperidin-4-yl]-1,3-dihydro-2H-benzimidazol-2-one). Reaction SMILES: [NH:1]1[CH2:6][CH2:5][CH:4]([N:7]2[C:11]3[CH:12]=[CH:13][CH:14]=[CH:15][C:10]=3[NH:9][C:8]2=[O:16])[CH2:3][CH2:2]1.[C:17]1([CH:23]([C:29]2[CH:34]=[CH:33][CH:32]=[CH:31][CH:30]=2)[N:24]2[CH2:27][CH2:26][C:25]2=O)[CH:22]=[CH:21][CH:20]=[CH:19][CH:18]=1.C([BH3-])#N.[Na+].C(=O)([O-])O.[Na+].[Cl-].[Na+]>CO.[Cl-].[Zn+2].[Cl-]>[C:17]1([CH:23]([C:29]2[CH:34]=[CH:33][CH:32]=[CH:31][CH:30]=2)[N:24]2[CH2:27][CH:26]([N:1]3[CH2:2][CH2:3][CH:4]([N:7]4[C:11]5[CH:12]=[CH:13][CH:14]=[CH:15][C:10]=5[NH:9][C:8]4=[O:16])[CH2:5][CH2:6]3)[CH2:25]2)[CH:18]=[CH:19][CH:20]=[CH:21][CH:22]=1 |f:2.3,4.5,6.7,9.10.11|. Starting materials: COc1cc(C(=O)NC2CCN(C(=O)OC(C)(C)C)CC2)ccc1Nc1ncc2c(n1)N(C1CCCCC1)CC(F)(F)C(=O)N2C, ClCCl, O=C(O)C(F)(F)F. The product is COc1cc(C(=O)NC2CCNCC2)ccc1Nc1ncc2c(n1)N(C1CCCCC1)CC(F)(F)C(=O)N2C. Reaction SMILES: [C:1]([O:2][C:3](=[O:4])[N:8]1[CH2:9][CH2:10][CH:11]([NH:14][C:15]([c:16]2[cH:17][c:18]([O:44][CH3:45])[c:19]([NH:22][c:23]3[n:24][cH:25][c:26]4[c:27]([n:43]3)[N:28]([CH:37]3[CH2:38][CH2:39][CH2:40][CH2:41][CH2:42]3)[CH2:29][C:30]([F:35])([F:36])[C:31](=[O:34])[N:32]4[CH3:33])[cH:20][cH:21]2)=[O:46])[CH2:12][CH2:13]1)([CH3:5])([CH3:6])[CH3:7].[Cl:54][CH2:55][Cl:56].[OH:47][C:48]([C:49]([F:50])([F:51])[F:52])=[O:53]>>[NH:8]1[CH2:9][CH2:10][CH:11]([NH:14][C:15]([c:16]2[cH:17][c:18]([O:44][CH3:45])[c:19]([NH:22][c:23]3[n:24][cH:25][c:26]4[c:27]([n:43]3)[N:28]([CH:37]3[CH2:38][CH2:39][CH2:40][CH2:41][CH2:42]3)[CH2:29][C:30]([F:35])([F:36])[C:31](=[O:34])[N:32]4[CH3:33])[cH:20][cH:21]2)=[O:46])[CH2:12][CH2:13]1.